From a dataset of the Open Reaction Database (ORD), a public repository of structured organic reaction records. describe an organic reaction: reactants, conditions, products, and yield Starting materials: Cc1ccccc1, Cc1nn(-c2ncccc2CO)cc1CN1CCC2(CC1)OCC(F)(F)c1cc(Cl)sc12, CC(C)OC(=O)N=NC(=O)OC(C)C, O=C1NC(=O)c2ccccc21, c1ccc(P(c2ccccc2)c2ccccc2)cc1. Product: Cc1nn(-c2ncccc2CN2C(=O)c3ccccc3C2=O)cc1CN1CCC2(CC1)OCC(F)(F)c1cc(Cl)sc12. As a reaction SMILES: [CH3:77][c:78]1[cH:79][cH:80][cH:81][cH:82][cH:83]1.[Cl:15][c:16]1[cH:17][c:18]2[c:19]([s:46]1)[C:20]1([O:21][CH2:22][C:23]2([F:24])[F:25])[CH2:26][CH2:27][N:28]([CH2:31][c:32]2[c:33]([CH3:45])[n:34][n:35](-[c:37]3[n:38][cH:39][cH:40][cH:41][c:42]3[CH2:43][OH:44])[cH:36]2)[CH2:29][CH2:30]1.[O:1]=[C:2]([O:3][CH:4]([CH3:5])[CH3:6])[N:7]=[N:8][C:9]([O:10][CH:11]([CH3:12])[CH3:13])=[O:14].[O:47]=[C:48]1[NH:49][C:50](=[O:51])[c:52]2[cH:53][cH:54][cH:55][cH:56][c:57]21.[c:58]1([P:59]([c:60]2[cH:61][cH:62][cH:63][cH:64][cH:65]2)[c:66]2[cH:67][cH:68][cH:69][cH:70][cH:71]2)[cH:72][cH:73][cH:74][cH:75][cH:76]1>>[Cl:15][c:16]1[cH:17][c:18]2[c:19]([s:46]1)[C:20]1([O:21][CH2:22][C:23]2([F:24])[F:25])[CH2:26][CH2:27][N:28]([CH2:31][c:32]2[c:33]([CH3:45])[n:34][n:35](-[c:37]3[n:38][cH:39][cH:40][cH:41][c:42]3[CH2:43][N:49]3[C:48](=[O:47])[c:57]4[c:52]([cH:53][cH:54][cH:55][cH:56]4)[C:50]3=[O:51])[cH:36]2)[CH2:29][CH2:30]1. Starting materials: solution, [OH-].[Na+] (NaOH), COC(CCC1=NC(=CC(=C1)C)NC(C)=O)=O (3-(6-acetylamino-4-methyl-pyridin-2-yl)-propionic acid methyl ester), COC(CCC1=NC(=CC(=C1)C)NC(C)=O)=O (3-(6-acetylamino-4-methyl-pyridin-2-yl)-propionic acid methyl ester). The solvent is CO (methanol), O (water). Conditions: time 18 hour. The product is C(C)(=O)NC1=CC(=CC(=N1)CCC(=O)O)C (3-(6-Acetylamino-4-methyl-pyridin-2-yl)-propionic acid). Isolated yield 92.0%. Reaction SMILES: C[O:2][C:3](=[O:17])[CH2:4][CH2:5][C:6]1[CH:11]=[C:10]([CH3:12])[CH:9]=[C:8]([NH:13][C:14](=[O:16])[CH3:15])[N:7]=1.[OH-].[Na+]>CO.O>[C:14]([NH:13][C:8]1[N:7]=[C:6]([CH2:5][CH2:4][C:3]([OH:17])=[O:2])[CH:11]=[C:10]([CH3:12])[CH:9]=1)(=[O:16])[CH3:15] |f:1.2|. Procedure details: 6.15 g of 3-(6-acetylamino-4-methyl-pyridin-2-yl)-propionic acid methyl ester (compound C5) is dissolved in 100 ml methanol and 70 ml water. Subsequently, 30.44 ml of a 1.0 M solution of NaOH is added while stirring is continued for 18 h at r.t. 2.0 g of amberlite IR-120 [H+] is added and the suspension is stirred for 10 min to neutralize the reaction mixture. The ion exchange resin is removed by filtration and 7.1 g of the crude product is isolated as a colourless solid after evaporation of sol... Reactants: FC=1C=C(C=CC1[N+](=O)[O-])C(C(=O)O)C (2-(3-fluoro-4-nitrophenyl)propanoic acid), S(=O)(Cl)Cl (thionyl chloride), CO (methanol). Run at time 2 hour. The product is FC=1C=C(C=CC1[N+](=O)[O-])C(C(=O)OC)C (methyl 2-(3-fluoro-4-nitrophenyl)propanoate). Reaction SMILES: [F:1][C:2]1[CH:3]=[C:4]([CH:11]([CH3:15])[C:12]([OH:14])=[O:13])[CH:5]=[CH:6][C:7]=1[N+:8]([O-:10])=[O:9].S(Cl)(Cl)=O.[CH3:20]O>>[F:1][C:2]1[CH:3]=[C:4]([CH:11]([CH3:15])[C:12]([O:14][CH3:20])=[O:13])[CH:5]=[CH:6][C:7]=1[N+:8]([O-:10])=[O:9]. Procedure details: A solution of 2-(3-fluoro-4-nitrophenyl)propanoic acid in methanol was added thionyl chloride (2.5 equiv.) at 0° C. and removed ice-bath. Reaction mixture was stirred at room temperature. After 2 h, dry over magnesium sulfate and evaporate solvent and purified by column chromatography (ethylacetate-hexane) to obtain methyl 2-(3-fluoro-4-nitrophenyl)propanoate. The reactants are C1(CC1)COC1=C(C=CC(=N1)C(=O)O)C1(CCC1)O (6-(cyclopropylmethoxy)-5-(1-hydroxycyclobutyl)pyridine-2-carboxylic acid), Cl.O=S1(CNC(C1)C(=O)N)=O (1,1-dioxo-1,3-thiazolidine-4-carboxamide hydrochloride). Yields the product C1(CC1)COC1=C(C=CC(=N1)C(=O)N1CS(CC1C(=O)N)(=O)=O)C1(CCC1)O (3-[6-(Cyclopropylmethoxy)-5-(1-hydroxycyclobutyl)pyridine-2-carbonyl]-1,1-dioxo-1,3-thiazolidine-4-carboxamide). Yield: 9.0%. Reaction SMILES: [CH:1]1([CH2:4][O:5][C:6]2[N:11]=[C:10]([C:12]([OH:14])=O)[CH:9]=[CH:8][C:7]=2[C:15]2([OH:19])[CH2:18][CH2:17][CH2:16]2)[CH2:3][CH2:2]1.Cl.[O:21]=[S:22]1(=[O:30])[CH2:26][CH:25]([C:27]([NH2:29])=[O:28])[NH:24][CH2:23]1>>[CH:1]1([CH2:4][O:5][C:6]2[N:11]=[C:10]([C:12]([N:24]3[CH:25]([C:27]([NH2:29])=[O:28])[CH2:26][S:22](=[O:30])(=[O:21])[CH2:23]3)=[O:14])[CH:9]=[CH:8][C:7]=2[C:15]2([OH:19])[CH2:18][CH2:17][CH2:16]2)[CH2:2][CH2:3]1 |f:1.2|. Reported procedure: In analogy to the procedure described in Example 127 e), 6-(cyclopropylmethoxy)-5-(1-hydroxycyclobutyl)pyridine-2-carboxylic acid (CAN 1415899-53-4, 50 mg, 190 μmol) was reacted with 1,1-dioxo-1,3-thiazolidine-4-carboxamide hydrochloride (Example 127 d, 45.7 mg, 228 μmol) to give the title compound (7 mg, 8%) as colorless oil, MS (EI): m/e=410.5 [MH+]. Product: ClC1=NC(=CC(=C1)C=1OC(=NN1)C1=C2C[C@@H]3[C@H](C2=C(S1)C)C3(C)C)C (2-Chloro-6-methyl-4-[5-((1aS,5aR)-1,1,2-trimethyl-1,1a,5,5a-tetrahydro-3-thia-cyclopropa[a]pentalen-4-yl)-[1,3,4]oxadiazol-2-yl]-pyridine). Procedure: 2-Chloro-6-methyl-4-[5-((1aS,5aR)-1,1,2-trimethyl-1,1a,5,5a-tetrahydro-3-thia-cyclopropa[a]pentalen-4-yl)-[1,3,4]oxadiazol-2-yl]-pyridine is synthesized from 1,1,2-trimethyl-1,1a,5,5a-tetrahydro-3-thia-cyclopropa[a]pentalene-4-carboxylic acid hydrazide and 2-chloro-6-methyl-isonicotinic acid in analogy to Example 5; LC-MS: tR=1.17 min, [M+1]=374.22. Reactants: CC1(C2C1CC1=C(SC(=C21)C)C(=O)NN)C (1,1,2-trimethyl-1,1a,5,5a-tetrahydro-3-thia-cyclopropa[a]pentalene-4-carboxylic acid hydrazide), ClC=1C=C(C(=O)O)C=C(N1)C (2-chloro-6-methyl-isonicotinic acid). As a reaction SMILES: [CH3:1][C:2]1([CH3:16])[CH:4]2[CH2:5][C:6]3[C:10]([CH:3]12)=[C:9]([CH3:11])[S:8][C:7]=3[C:12]([NH:14][NH2:15])=[O:13].[Cl:17][C:18]1[CH:19]=[C:20]([CH:24]=[C:25]([CH3:27])[N:26]=1)[C:21](O)=O>>[Cl:17][C:18]1[CH:19]=[C:20]([C:21]2[O:13][C:12]([C:7]3[S:8][C:9]([CH3:11])=[C:10]4[C:6]=3[CH2:5][C@H:4]3[C:2]([CH3:16])([CH3:1])[C@H:3]34)=[N:14][N:15]=2)[CH:24]=[C:25]([CH3:27])[N:26]=1.